Dataset: the Open Reaction Database (ORD), a public repository of structured organic reaction records. Task: describe an organic reaction: reactants, conditions, products, and yield Reactants: CC(C)(C)OC(=O)NC(CCc1nnc(-c2ccc3cnccc3c2)o1)Cc1ccc(C(F)(F)F)cc1, ClCCl, O=C(O)C(F)(F)F. The product is NC(CCc1nnc(-c2ccc3cnccc3c2)o1)Cc1ccc(C(F)(F)F)cc1. Reaction SMILES: [C:1]([O:2][C:3](=[O:4])[NH:7][CH:8]([CH2:9][c:10]1[cH:11][cH:12][c:13]([C:16]([F:17])([F:18])[F:19])[cH:14][cH:15]1)[CH2:20][CH2:21][c:22]1[o:23][c:24](-[c:27]2[cH:28][c:29]3[cH:30][cH:31][n:32][cH:33][c:34]3[cH:35][cH:36]2)[n:25][n:26]1)([CH3:5])([CH3:6])[CH3:37].[Cl:45][CH2:46][Cl:47].[F:38][C:39]([F:40])([F:41])[C:42]([OH:43])=[O:44]>>[NH2:7][CH:8]([CH2:9][c:10]1[cH:11][cH:12][c:13]([C:16]([F:17])([F:18])[F:19])[cH:14][cH:15]1)[CH2:20][CH2:21][c:22]1[o:23][c:24](-[c:27]2[cH:28][c:29]3[cH:30][cH:31][n:32][cH:33][c:34]3[cH:35][cH:36]2)[n:25][n:26]1.